Dataset: the Open Reaction Database (ORD), a public repository of structured organic reaction records. Task: describe an organic reaction: reactants, conditions, products, and yield Starting materials: CNC (dimethylamine), ClCCl (dichloromethane), COC(=O)C=1[C@@H]2[C@@H]([C@@H](OC1)OC(=O)OC1=CC=CC=C1)[C@@]1([C@H](C2)O1)C ((1S,4aS,6S,7R,7aR)-6,7-epoxy-1,4a,5,6,7,7a-hexahydro-7-methyl-1-(phenoxycarbonyloxy)cyclopenta[c]pyrane-4-carboxylic acid methylester). Run in CCCCCC.C(C)(=O)OCC (hexane ethyl acetate). Conditions: time 10 minute. Yields the product COC(=O)C=1[C@@H]2[C@@H]([C@@H](OC1)OC(N(C)C)=O)[C@@H]1[C@H](C2)O1 ((1S,4aS,6S,7R,7aR)-1-(dimethylcarbamoyloxy)-6,7-epoxy-1,4a,5,6,7,7a-hexahydrocyclopenta[c]pyrane-4-carboxylic acid methylester). Yield: 83.0%. Reaction SMILES: [CH3:1][NH:2][CH3:3].ClCCl.[CH3:7][O:8][C:9]([C:11]1[C@H:12]2[CH2:29][C@@H:28]3[O:30][C@:27]3(C)[C@@H:13]2[C@H:14]([O:17][C:18](OC2C=CC=CC=2)=[O:19])[O:15][CH:16]=1)=[O:10]>CCCCCC.C(OCC)(=O)C>[CH3:7][O:8][C:9]([C:11]1[C@H:12]2[CH2:29][C@@H:28]3[O:30][C@@H:27]3[C@@H:13]2[C@H:14]([O:17][C:18](=[O:19])[N:2]([CH3:3])[CH3:1])[O:15][CH:16]=1)=[O:10] |f:3.4|. Reported procedure: 5 ml of a 50% aqueous dimethylamine solution were added to a dichloromethane solution containing 198 mg of (1S,4aS,6S,7R,7aR)-6,7-epoxy-1,4a,5,6,7,7a-hexahydro-7-methyl-1-(phenoxycarbonyloxy)cyclopenta[c]pyrane-4-carboxylic acid methylester described in Example 10 followed by stirring for 10 minutes at room temperature. The reaction mixture was then extracted with dichloromethane. After washing the organic phase with brine, it was dried over anhydrous magnesium sulfate. After distilling off the ... The reactants are C([O-])([O-])=O.[K+].[K+] (potassium carbonate), P(=S)(OCC)(OCC)Cl (O,O-diethyl chlorothiophosphate), C(#N)C=1SC(=CC1O)SCC (2-cyano-3-hydroxy-5-ethylthio-thiophene). Solvent: C(C)#N (acetonitrile). Run at temperature 20 celsius, time 24 hour. Yields the product C(#N)C=1SC(=CC1OP(=S)(OCC)OCC)SCC (2-cyano-3-(diethoxythiophosphoryloxy)-5-ethylthio-thiophene). Isolated yield 86.8%. Reaction SMILES: C(=O)([O-])[O-].[K+].[K+].[P:7](Cl)([O:12][CH2:13][CH3:14])([O:9][CH2:10][CH3:11])=[S:8].[C:16]([C:18]1[S:19][C:20]([S:24][CH2:25][CH3:26])=[CH:21][C:22]=1[OH:23])#[N:17]>C(#N)C>[C:16]([C:18]1[S:19][C:20]([S:24][CH2:25][CH3:26])=[CH:21][C:22]=1[O:23][P:7]([O:12][CH2:13][CH3:14])([O:9][CH2:10][CH3:11])=[S:8])#[N:17] |f:0.1.2|. Reported procedure: 7 g of potassium carbonate and 9.4 g of O,O-diethyl chlorothiophosphate were added to a solution of 9.3 g of 2-cyano-3-hydroxy-5-ethylthio-thiophene in 150 ml of acetonitrile and the mixture was stirred for 24 hours at 20° C. and was filtered. The filtrate was evaporated to dryness and the residue was chromatographed over silica gel. Elution with an 8-2 cyclohexane-ethyl acetate mixture yielded 14.6 g of 2-cyano-3-(diethoxythiophosphoryloxy)-5-ethylthio-thiophene with a refractive index of nD20 ... Reactants: C(=O)(OC(C)(C)C)N(C([C@@H](CCCNC(=O)OC(C)(C)C)N)=O)[C@H](CCC1=CC=CC=C1)C=1OC=C(N1)C(=O)NC=1C=NC2=CC=CC=C2C1 (2-[(1R)-1-[N,N′-Bis-Boc-(2R)-2,5-diaminovaleramido]-3-phenylpropyl]-N-(3-quinolyl)-4-oxazolecarboxamide), FC(C(=O)O)(F)F (trifluoroacetic acid). The product is FC(C(=O)O)(F)F.N[C@@H](C(=O)N[C@H](CCC1=CC=CC=C1)C=1OC=C(N1)C(=O)NC=1C=NC2=CC=CC=C2C1)CCCN (2-[(1R)-1-[(2R)-2,5-Diaminovaleramido]-3-phenylpropyl]-N-(3-quinolyl)-4-oxazolecarboxamide Trifluoroacetate). RXN SMILES: C([N:8]([C@@H:24]([C:33]1[O:34][CH:35]=[C:36]([C:38]([NH:40][C:41]2[CH:42]=[N:43][C:44]3[C:49]([CH:50]=2)=[CH:48][CH:47]=[CH:46][CH:45]=3)=[O:39])[N:37]=1)[CH2:25][CH2:26][C:27]1[CH:32]=[CH:31][CH:30]=[CH:29][CH:28]=1)[C:9](=[O:23])[C@H:10]([NH2:22])[CH2:11][CH2:12][CH2:13][NH:14]C(OC(C)(C)C)=O)(OC(C)(C)C)=O.[F:51][C:52]([F:57])([F:56])[C:53]([OH:55])=[O:54]>>[F:51][C:52]([F:57])([F:56])[C:53]([OH:55])=[O:54].[NH2:22][C@H:10]([CH2:11][CH2:12][CH2:13][NH2:14])[C:9]([NH:8][C@@H:24]([C:33]1[O:34][CH:35]=[C:36]([C:38]([NH:40][C:41]2[CH:42]=[N:43][C:44]3[C:49]([CH:50]=2)=[CH:48][CH:47]=[CH:46][CH:45]=3)=[O:39])[N:37]=1)[CH2:25][CH2:26][C:27]1[CH:32]=[CH:31][CH:30]=[CH:29][CH:28]=1)=[O:23] |f:2.3|. Procedure: 2-[(1R)-1-[N,N′-Bis-Boc-(2R)-2,5-diaminovaleramido]-3-phenylpropyl]-N-(3-quinolyl)-4-oxazolecarboxamide (66 mg) was deprotected with trifluoroacetic acid to afford the title compound (68 mg) as a white powder: 1H NMR (400 MHz, D2O) δ 1.83 (m, 2H), 2.06 (m, 2H), 2.45 (m, 1H), 2.57 (m, 1H), 2.83 (m, 1H), 2.96 (m, 1H), 3.11 (t, J=8.3 Hz, 2H), 4.19 (t, J=6.0 Hz, 1H), 5.22 (t, J=7.4 Hz, 1H), 7.38 (m, 3H), 7.42 (m, 2H), 7.96 (t, J=9.0 Hz, 1H), 8.09 (t, J=9.0 Hz, 1H), 8.23 (m, 2H), 8.60 (s, 1H), 9.11 (... Starting materials: C1CCCCC1, Cn1ccc2ccc(OCc3ccccc3)cc21, CCO, CC(C)OC(C)C. The product is Cn1ccc2ccc(O)cc21. As a reaction SMILES: [CH2:19]1[CH2:20][CH2:21][CH2:22][CH2:23][CH2:24]1.[CH2:1]([c:2]1[cH:3][cH:4][cH:5][cH:6][cH:7]1)[O:8][c:9]1[cH:10][cH:11][c:12]2[cH:13][cH:14][n:15]([CH3:18])[c:16]2[cH:17]1.[CH3:25][CH2:26][OH:27].[CH:28]([O:29][CH:30]([CH3:31])[CH3:32])([CH3:33])[CH3:34]>>[OH:8][c:9]1[cH:10][cH:11][c:12]2[cH:13][cH:14][n:15]([CH3:18])[c:16]2[cH:17]1. Reactants: C(CCO)O (1,3-propanediol), O.C1(=CC=C(C=C1)S(=O)(=O)O)C (p-toluenesulfonic acid monohydrate), CC1(P(C(CC(C1)=O)(C)C)C1=C(C=CC=C1)C1=C(C=C(C=C1C(C)C)C(C)C)C(C)C)C (2,2,6,6-tetramethyl-1-(2′,4′,6′-triisopropylbiphenyl-2-yl)phosphinan-4-one). Run in C1(=CC=CC=C1)C (toluene). Conditions: temperature 125 celsius. The product is CC1(CC2(OCCCO2)CC(P1C1=C(C=CC=C1)C1=C(C=C(C=C1C(C)C)C(C)C)C(C)C)(C)C)C (8,8,10,10-tetramethyl-9-(2′,4′,6′-triisopropylbiphenyl-2-yl)-1,5-dioxa-9-phosphaspiro[5.5]undecane). Yield: 66.3%. Reaction SMILES: [CH3:1][C:2]1([CH3:32])[CH2:7][C:6](=[O:8])[CH2:5][C:4]([CH3:10])([CH3:9])[P:3]1[C:11]1[CH:16]=[CH:15][CH:14]=[CH:13][C:12]=1[C:17]1[C:22]([CH:23]([CH3:25])[CH3:24])=[CH:21][C:20]([CH:26]([CH3:28])[CH3:27])=[CH:19][C:18]=1[CH:29]([CH3:31])[CH3:30].[CH2:33](O)[CH2:34][CH2:35][OH:36].O.C1(C)C=CC(S(O)(=O)=O)=CC=1>C1(C)C=CC=CC=1>[CH3:32][C:2]1([CH3:1])[P:3]([C:11]2[CH:16]=[CH:15][CH:14]=[CH:13][C:12]=2[C:17]2[C:22]([CH:23]([CH3:24])[CH3:25])=[CH:21][C:20]([CH:26]([CH3:28])[CH3:27])=[CH:19][C:18]=2[CH:29]([CH3:31])[CH3:30])[C:4]([CH3:9])([CH3:10])[CH2:5][C:6]2([O:36][CH2:35][CH2:34][CH2:33][O:8]2)[CH2:7]1 |f:2.3|. Procedure details: A flask was charged with 0.40 g of 2,2,6,6-tetramethyl-1-(2′,4′,6′-triisopropylbiphenyl-2-yl)phosphinan-4-one (0.89 mmol, 1.0 equiv), 10 mL of argon-sparged toluene, 0.65 mL of 1,3-propanediol (8.9 mmol, 10 equiv) and 0.015 g of p-toluenesulfonic acid monohydrate (0.09 mmol, 0.1 equiv). The atmosphere was purged with argon and the reaction flask was equipped with a Dean-Stark trap and warmed in an oil bath at 125° C. for 20 h under argon atmosphere. The distilled toluene was collected in the Dea... Starting materials: ClC1=C(C=NC2=CC(=C(C=C12)OC)OC)C(=O)N (4-chloro-6,7-dimethoxy-3-quinolinecarboxamide), C(C)(=O)O (acetic acid), CN(C)C=O (DMF), [OH-].[Na+] (NaOH). The solvent is O (water). Reaction conditions: temperature 100 celsius. The product is COC=1C=C2C(=C(C=NC2=CC1OC)C(=O)N)NC1=CC=CC=2CCCCC12 (6,7-Dimethoxy-4-(5,6,7,8-tetrahydro-1-naphtalenylamino)-3-quinolinecarboxamide). Isolated yield 48.0%. Reaction SMILES: Cl[C:2]1[C:11]2[C:6](=[CH:7][C:8]([O:14][CH3:15])=[C:9]([O:12][CH3:13])[CH:10]=2)[N:5]=[CH:4][C:3]=1[C:16]([NH2:18])=[O:17].[C:19](O)(=O)[CH3:20].[OH-].[Na+].C[N:26]([CH:28]=O)C>O>[CH3:13][O:12][C:9]1[CH:10]=[C:11]2[C:6](=[CH:7][C:8]=1[O:14][CH3:15])[N:5]=[CH:4][C:3]([C:16]([NH2:18])=[O:17])=[C:2]2[NH:26][C:28]1[C:20]2[CH2:19][CH2:8][CH2:9][CH2:10][C:11]=2[CH:2]=[CH:3][CH:4]=1 |f:2.3|. Procedure: A mixture of 4-chloro-6,7-dimethoxy-3-quinolinecarboxamide (0.090 g, 0.34 mmol), 5,6,7,8-tetrahydronaftylamine (0.062 g, 0.42 mmol) and acetic acid (80 μl) in DMF (1.6 ml) was heated at 100° C. for 3.5 h. After cooling the reaction mixture was diluted with water (20 ml) and made alkaline with 1 M NaOH. The precipitate was filtered, rinsed with water and dried to give the title compound (62 mg, 48%).